Dataset: the Open Reaction Database (ORD), a public repository of structured organic reaction records. Task: describe an organic reaction: reactants, conditions, products, and yield The reactants are COc1cn(C(C)=O)c2ccc(F)cc12, CO. The product is COc1c[nH]c2ccc(F)cc12. Reaction SMILES: [C:1](=[O:2])([CH3:3])[n:4]1[cH:5][c:6]([O:14][CH3:15])[c:7]2[cH:8][c:9]([F:13])[cH:10][cH:11][c:12]12.[CH3:16][OH:17]>>[nH:4]1[cH:5][c:6]([O:14][CH3:15])[c:7]2[cH:8][c:9]([F:13])[cH:10][cH:11][c:12]12.